From a dataset of the Open Reaction Database (ORD), a public repository of structured organic reaction records. describe an organic reaction: reactants, conditions, products, and yield Product: COc1cc(F)ccc1C(C)(C)CC#N. Reactants: COC(=O)C(C#N)C(C)(C)c1ccc(F)cc1OC, CS(C)=O, [Cl-], [Na+], O. Reaction SMILES: [CH3:1][O:2][C:3]([CH:4]([C:5]([CH3:6])([CH3:7])[c:8]1[c:9]([O:15][CH3:16])[cH:10][c:11]([F:14])[cH:12][cH:13]1)[C:17]#[N:18])=[O:19].[CH3:23][S:24]([CH3:25])=[O:26].[Cl-:20].[Na+:21].[OH2:22]>>[CH2:4]([C:5]([CH3:6])([CH3:7])[c:8]1[c:9]([O:15][CH3:16])[cH:10][c:11]([F:14])[cH:12][cH:13]1)[C:17]#[N:18]. The reactants are N1(CCCCC1)S(=O)(=O)C=1C=C(C(=O)O)C=CC1 (3-(piperidin-1-ylsulfonyl)benzoic acid), NC1=NOC=C1 (3-aminoisoxazole). Yields the product O1N=C(C=C1)NC(C1=CC(=CC=C1)S(=O)(=O)N1CCCCC1)=O (N-isoxazol-3-yl-3-(piperidin-1-ylsulfonyl)benzamide). Reaction SMILES: [N:1]1([S:7]([C:10]2[CH:11]=[C:12]([CH:16]=[CH:17][CH:18]=2)[C:13]([OH:15])=O)(=[O:9])=[O:8])[CH2:6][CH2:5][CH2:4][CH2:3][CH2:2]1.[NH2:19][C:20]1[CH:24]=[CH:23][O:22][N:21]=1>>[O:22]1[CH:23]=[CH:24][C:20]([NH:19][C:13](=[O:15])[C:12]2[CH:16]=[CH:17][CH:18]=[C:10]([S:7]([N:1]3[CH2:2][CH2:3][CH2:4][CH2:5][CH2:6]3)(=[O:8])=[O:9])[CH:11]=2)=[N:21]1. Reported procedure: The entitled compound was produced according to the method of Example 73 but using 3-(piperidin-1-ylsulfonyl)benzoic acid and 3-aminoisoxazole as the starting materials.